Task: describe an organic reaction: reactants, conditions, products, and yield. Dataset: the Open Reaction Database (ORD), a public repository of structured organic reaction records The reactants are ClC1=C(C=NC2=CC=CC=C12)NC=O (4-chloroquinolin-3-ylformamide), Cl.C(C)ON (O-ethylhydroxylamine hydrochloride). The solvent is C(C)(C)O (isopropanol). Run at time 15 minute. Yields the product C(C)ON1C=NC=2C=NC=3C=CC=CC3C21 (1-ethoxy-1H-imidazo[4,5-c]quinoline). Isolated yield 47.9%. RXN SMILES: Cl[C:2]1[C:11]2[C:6](=[CH:7][CH:8]=[CH:9][CH:10]=2)[N:5]=[CH:4][C:3]=1[NH:12][CH:13]=O.Cl.[CH2:16]([O:18][NH2:19])[CH3:17]>C(O)(C)C>[CH2:16]([O:18][N:19]1[C:2]2[C:11]3[CH:10]=[CH:9][CH:8]=[CH:7][C:6]=3[N:5]=[CH:4][C:3]=2[N:12]=[CH:13]1)[CH3:17] |f:1.2|. Procedure: A solution of 4-chloroquinolin-3-ylformamide (5.0 g, 24 mmol), O-ethylhydroxylamine hydrochloride (2.95 g, 30.2 mmol), and isopropanol (75 mL) was heated at reflux overnight, allowed to cool to room temperature, and concentrated under reduced pressure. The residue was stirred with dichloromethane (150 mL) and saturated aqueous sodium carbonate (50 mL) for 15 minutes. The organic layer was separated and dried over potassium carbonate, filtered, and concentrated under reduced pressure. The crude p... Starting materials: CN(C)C=O, O=C1CCC(=O)N1Cl, O, CCC(=O)N1CCC(=O)c2cc(O)ccc21. The product is CCC(=O)N1CCC(=O)c2c1ccc(O)c2Cl. RXN SMILES: [CH3:26][N:27]([CH3:28])[CH:29]=[O:30].[Cl:17][N:18]1[C:19](=[O:20])[CH2:21][CH2:22][C:23]1=[O:24].[OH2:25].[OH:1][c:2]1[cH:3][c:4]2[c:9]([cH:10][cH:11]1)[N:8]([C:12]([CH2:13][CH3:14])=[O:15])[CH2:7][CH2:6][C:5]2=[O:16]>>[OH:1][c:2]1[c:3]([Cl:17])[c:4]2[c:9]([cH:10][cH:11]1)[N:8]([C:12]([CH2:13][CH3:14])=[O:15])[CH2:7][CH2:6][C:5]2=[O:16]. The reactants are ClC1=C2C(=CC=3C(=NOC31)C3=CC=CC=C3)CC(O2)C(=O)O (8-Chloro-5,6-dihydro- 3-phenylfuro[3,2-f]- 1,2-benzisoxazole-6-carboxylic acid), ClC1=C(C2=C(CC(O2)C(=O)O)C=C1C1=C(C=CC=C1)C)Cl (6,7-Dichloro-2,3-dihydro-5-(o-tolyl)-benzofuran- 2-carboxylic acid). The product is ClC1=C2C(=CC=3C(=NOC31)C3=C(C=CC=C3)C)CC(O2)C(=O)O (8-Chloro-5,6-dihydro-3-(o-tolyl)furo[3,2-f]-1,2-benzisoxazole-6-carboxylic acid), ClC1=C2C(=CC=3C(=NOC31)C3=C(C=CC=C3)Cl)CC(O2)C(=O)O (8-Chloro-3-(o-chlorophenyl)-5,6-dihydrofuro[3,2-f]-1,2-benzisoxazole-6-carboxylic acid). Reaction SMILES: [Cl:1][C:2]1[C:10]2[O:9][N:8]=[C:7]([C:11]3[CH:16]=[CH:15][CH:14]=[CH:13][CH:12]=3)[C:6]=2[CH:5]=[C:4]2[CH2:17][CH:18]([C:20]([OH:22])=[O:21])[O:19][C:3]=12.[Cl:23][C:24]1C(C2C=CC=CC=2C)=CC2CC(C(O)=O)OC=2C=1Cl>>[Cl:1][C:2]1[C:10]2[O:9][N:8]=[C:7]([C:11]3[CH:12]=[CH:13][CH:14]=[CH:15][C:16]=3[CH3:24])[C:6]=2[CH:5]=[C:4]2[CH2:17][CH:18]([C:20]([OH:22])=[O:21])[O:19][C:3]=12.[Cl:1][C:2]1[C:10]2[O:9][N:8]=[C:7]([C:11]3[CH:12]=[CH:13][CH:14]=[CH:15][C:16]=3[Cl:23])[C:6]=2[CH:5]=[C:4]2[CH2:17][CH:18]([C:20]([OH:22])=[O:21])[O:19][C:3]=12. Procedure: 8-Chloro-5,6-dihydro-3-(o-tolyl)furo[3,2-f]-1,2-benzisoxazole-6-carboxylic acid (4e) was prepared in a fashion analogous to (4a) from (3e). A tenacious impurity resulted in the need for esterification, chromatography, and hydrolysis as with (4d). Trituration in n-hexane produced (4e) in 9.4% yield, m.p. 179°-181° C. Analysis (C17H12ClNO4) C,H,N.